Dataset: the Open Reaction Database (ORD), a public repository of structured organic reaction records. Task: describe an organic reaction: reactants, conditions, products, and yield Starting materials: C1(=CC=CC=C1)S(=O)(=O)C=1C=NC2=C(C=CC=C2C1)N1CC2C(C1)CCN2C(=O)OC(C)(C)C (tert-butyl 5-(3-(phenylsulfonyl)quinolin-8-yl)hexahydropyrrolo[2,3-c]pyrrole-1(2H)-carboxylate), Cl (hydrochloric acid). Run in C(Cl)Cl (CH2Cl2). Reaction conditions: temperature 50 celsius, time 16 hour. Yields the product Cl.N1C2C(CC1)CN(C2)C=2C=CC=C1C=C(C=NC21)S(=O)(=O)C2=CC=CC=C2 (8-(Hexahydropyrrolo[3,4-b]pyrrol-5(1H)-yl)-3-(phenylsulfonyl)quinoline hydrochloride). Reaction SMILES: [C:1]1([S:7]([C:10]2[CH:11]=[N:12][C:13]3[C:18]([CH:19]=2)=[CH:17][CH:16]=[CH:15][C:14]=3[N:20]2[CH2:24][CH:23]3[CH2:25][CH2:26][N:27](C(OC(C)(C)C)=O)[CH:22]3[CH2:21]2)(=[O:9])=[O:8])[CH:6]=[CH:5][CH:4]=[CH:3][CH:2]=1.[ClH:35]>C(Cl)Cl>[ClH:35].[NH:27]1[CH2:26][CH2:25][CH:23]2[CH2:24][N:20]([C:14]3[CH:15]=[CH:16][CH:17]=[C:18]4[C:13]=3[N:12]=[CH:11][C:10]([S:7]([C:1]3[CH:2]=[CH:3][CH:4]=[CH:5][CH:6]=3)(=[O:9])=[O:8])=[CH:19]4)[CH2:21][CH:22]12 |f:3.4|. Reported procedure: A solution of tert-butyl 5-(3-(phenylsulfonyl)quinolin-8-yl)hexahydropyrrolo[2,3-c]pyrrole-1(2H)-carboxylate (92 mg, 0.19 mmol) in CH2Cl2 (5 ml) was treated with hydrochloric acid (4M in dioxane, 2 ml) at 0° C. and then stirred at 50° C. for 16 h. After concentration, the product was washed with EtOAc and dried in vacuo to give the title compound (80 mg, 100% as a white solid. The reactants are O=C1CC2CC(CC2=C1)(C(=O)OCC)C(=O)OCC (diethyl 5-oxo-3,3a,4,5-tetrahydropentalene-2,2(1H)-dicarboxylate). The reagents and catalysts are [Pd] (Pd—C). Solvent: CCO (EtOH). Product: O=C1CC2CC(CC2C1)(C(=O)OCC)C(=O)OCC (diethyl 5-oxohexahydropentalene-2,2(1H)-dicarboxylate). Reaction SMILES: [O:1]=[C:2]1[CH:9]=[C:8]2[CH:4]([CH2:5][C:6]([C:15]([O:17][CH2:18][CH3:19])=[O:16])([C:10]([O:12][CH2:13][CH3:14])=[O:11])[CH2:7]2)[CH2:3]1>CCO.[Pd]>[O:1]=[C:2]1[CH2:3][CH:4]2[CH:8]([CH2:7][C:6]([C:10]([O:12][CH2:13][CH3:14])=[O:11])([C:15]([O:17][CH2:18][CH3:19])=[O:16])[CH2:5]2)[CH2:9]1. Reported procedure: A stirred suspension of diethyl 5-oxo-3,3a,4,5-tetrahydropentalene-2,2(1H)-dicarboxylate (322 mg, 1.209 mmol) and 10% Pd—C (129 mg, 0.121 mmol) in EtOH (40 mL) was hydrogenated under balloon pressure overnight. The suspension was filtered and the filtrate was evaporated to dryness to afford diethyl 5-oxohexahydropentalene-2,2(1H)-dicarboxylate as a clear oil.